This data is from the Open Reaction Database (ORD), a public repository of structured organic reaction records. The task is: describe an organic reaction: reactants, conditions, products, and yield Starting materials: [OH-].[K+] (potassium hydroxide), mixture, C(CC)N(C(=O)C=1C=C(C(=O)OC)C=C(C1)C#C)CCC (methyl 3-[(dipropylamino)carbonyl]-5-ethynylbenzoate). The solvent is O (water), CO (methanol), C(Cl)(Cl)Cl (chloroform). Conditions: time 4 hour. Yields the product C(CC)N(C(=O)C=1C=C(C(=O)O)C=C(C1)C#C)CCC (3-[(dipropylamino)carbonyl]-5-ethynylbenzoic acid). As a reaction SMILES: [CH2:1]([N:4]([CH2:19][CH2:20][CH3:21])[C:5]([C:7]1[CH:8]=[C:9]([CH:14]=[C:15]([C:17]#[CH:18])[CH:16]=1)[C:10]([O:12]C)=[O:11])=[O:6])[CH2:2][CH3:3].[OH-].[K+]>CO.O.C(Cl)(Cl)Cl>[CH2:19]([N:4]([CH2:1][CH2:2][CH3:3])[C:5]([C:7]1[CH:8]=[C:9]([CH:14]=[C:15]([C:17]#[CH:18])[CH:16]=1)[C:10]([OH:12])=[O:11])=[O:6])[CH2:20][CH3:21] |f:1.2|. Procedure: To a stirred mixture of the protected methyl 3-[(dipropylamino)carbonyl]-5-ethynylbenzoate (XXXII, Step 1, 185.3 mg, 0.49 mmol) in methanol (2.5 mL) is added a mixture of potassium hydroxide (2.9 mL of a 1 M mixture in water, 2.9 mmol). The reaction mixture is stirred for 4 hours diluted with chloroform (40 mL), the phases are separated and the organic phase is concentrated under reduced pressure to give 3-[(dipropylamino)carbonyl]-5-ethynylbenzoic acid, NMR (300 MHz, CDCl3): δ 8.22, 8.05, 7.71,... Starting materials: CCO, Cl, CCOC(=O)c1c(C(F)F)nc(C(F)(F)F)c(C(=O)OCC)c1N, [Na+], [OH-]. Yields the product CCOC(=O)c1c(C(F)(F)F)nc(C(F)F)c(C(=O)O)c1N. RXN SMILES: [CH3:28][CH2:29][OH:30].[ClH:27].[F:1][CH:2]([c:3]1[c:4]([C:19](=[O:20])[O:21][CH2:22][CH3:23])[c:5]([NH2:18])[c:6]([C:13](=[O:14])[O:15][CH2:16][CH3:17])[c:7]([C:9]([F:10])([F:11])[F:12])[n:8]1)[F:24].[Na+:26].[OH-:25]>>[F:1][CH:2]([c:3]1[c:4]([C:19](=[O:20])[OH:21])[c:5]([NH2:18])[c:6]([C:13](=[O:14])[O:15][CH2:16][CH3:17])[c:7]([C:9]([F:10])([F:11])[F:12])[n:8]1)[F:24]. Starting materials: CN1C(=CC2=CC(=CC=C12)OCC1=CC=CC=C1)C(=O)OCC (ethyl 1-methyl-5-(phenylmethoxy)-1H-indole-2-carboxylate), solution, C(C)(C)[Mg]Cl (isopropylmagnesium chloride), CCOCC (ether), S(=O)(Cl)Cl (thionyl chloride). Run in CCCCCC (hexane), C(Cl)(Cl)Cl (chloroform). Conditions: temperature -78 celsius, time 20 minute. The product is CN1C(=C(C2=CC(=CC=C12)OCC1=CC=CC=C1)S(=O)C(C)C)C(=O)OCC (Ethyl 1-methyl-3-[(1-methylethyl)sulfinyl]-5-(phenylmethoxy)-1H-indole-2-carboxylate). Yield: 53.0%. RXN SMILES: [CH3:1][N:2]1[C:10]2[C:5](=[CH:6][C:7]([O:11][CH2:12][C:13]3[CH:18]=[CH:17][CH:16]=[CH:15][CH:14]=3)=[CH:8][CH:9]=2)[CH:4]=[C:3]1[C:19]([O:21][CH2:22][CH3:23])=[O:20].[S:24](Cl)(Cl)=[O:25].[CH:28]([Mg]Cl)([CH3:30])[CH3:29].CCOCC>C(Cl)(Cl)Cl.CCCCCC>[CH3:1][N:2]1[C:10]2[C:5](=[CH:6][C:7]([O:11][CH2:12][C:13]3[CH:18]=[CH:17][CH:16]=[CH:15][CH:14]=3)=[CH:8][CH:9]=2)[C:4]([S:24]([CH:28]([CH3:30])[CH3:29])=[O:25])=[C:3]1[C:19]([O:21][CH2:22][CH3:23])=[O:20]. Procedure details: A slurry of ethyl 1-methyl-5-(phenylmethoxy)-1H-indole-2-carboxylate (10.0 g, 32 mmol; Monge Vega A, et al., An. Ouim. 1976;72:267) in 30 mL of chloroform is treated dropwise with thionyl chloride (9.5 mL, 15.5 g, 130 mmol). After stirring for 20 minutes, 90 mL of hexane is added, and stirring is continued for 30 minutes. The crude indole sulfinyl chloride intermediate is filtered, washed with hexane, and dissolved in 200 mL of tetrahydrofuran. The solution is cooled to -78° C. and treated dropw... Reactants: CC1=CC(=C(C=C1)C(C)=O)[N+](=O)[O-] (4-methyl-2-nitrophenylethanone), C(=O)[O-].[NH4+] (ammonium formate). Reagents/catalysts: [Pd] (palladium on carbon). The solvent is CO (methanol). Run at temperature 60 celsius, time 16 hour. Product: NC1=C(C=CC(=C1)C)C(C)=O (2-Amino-4-methylphenylethanone). Isolated yield 107.9%. As a reaction SMILES: [CH3:1][C:2]1[CH:7]=[CH:6][C:5]([C:8](=[O:10])[CH3:9])=[C:4]([N+:11]([O-])=O)[CH:3]=1.C([O-])=O.[NH4+]>CO.[Pd]>[NH2:11][C:4]1[CH:3]=[C:2]([CH3:1])[CH:7]=[CH:6][C:5]=1[C:8](=[O:10])[CH3:9] |f:1.2|. Procedure: A solution of 4-methyl-2-nitrophenylethanone (5.0 g, 28 mmol) in methanol (100 mL) is treated with ammonium formate (9.6 g, 140 mmol) and 5% palladium on carbon (1.5 g). The mixture is heated to 60° C. for 6 h then stirred at ambient temperature for 16 hours. The reaction mixture is filtered through Celite and the filtrate is concentrated in vacuo. The concentrate is treated with sodium bicarbonate and partitioned between water and ethyl acetate. The organic layer is separated, dried with sodium... Starting materials: COc1cnc(C2CCOCC2)c2sc(NC(=O)c3ccccc3)nc12, CO, [Na+], [OH-]. Product: COc1cnc(C2CCOCC2)c2sc(N)nc12. RXN SMILES: [CH3:1][O:2][c:3]1[c:4]2[c:5]([c:6]([CH:9]3[CH2:10][CH2:11][O:12][CH2:13][CH2:14]3)[n:7][cH:8]1)[s:15][c:16]([NH:18][C:19](=[O:20])[c:21]1[cH:22][cH:23][cH:24][cH:25][cH:26]1)[n:17]2.[CH3:29][OH:30].[Na+:28].[OH-:27]>>[CH3:1][O:2][c:3]1[c:4]2[c:5]([c:6]([CH:9]3[CH2:10][CH2:11][O:12][CH2:13][CH2:14]3)[n:7][cH:8]1)[s:15][c:16]([NH2:18])[n:17]2. Starting materials: O=S(=O)(c1ccsc1CCc1ccc2c(c1)OCO2)n1cccc1, [K], O=S(=O)(Cl)Cl, O=[SH](=O)[O-]. Yields the product O=S(=O)(Cl)c1ccsc1CCc1ccc2c(c1)OCO2. As a reaction SMILES: [CH2:1]1[O:2][c:3]2[cH:4][c:5]([CH2:6][CH2:7][c:8]3[s:9][cH:10][cH:11][c:12]3[S:13](=[O:14])(=[O:15])[n:16]3[cH:17][cH:18][cH:19][cH:20]3)[cH:21][cH:22][c:23]2[O:24]1.[K:25].[S:30]([Cl:31])(=[O:32])([Cl:33])=[O:34].[SH:26](=[O:27])(=[O:28])[O-:29]>>[CH2:1]1[O:2][c:3]2[cH:4][c:5]([CH2:6][CH2:7][c:8]3[s:9][cH:10][cH:11][c:12]3[S:13](=[O:14])(=[O:15])[Cl:33])[cH:21][cH:22][c:23]2[O:24]1. Reactants: C(C)(C)(C)NCC=1C=C(N)C=CC1N1CCN(CC1)C (3-[(tert-butylamino)methyl]-4-(4-methylpiperazin-1-yl)aniline), ClC1=CC=NC2=CC(=CC=C12)Cl (4,7-dichloroquinoline), Cl (HCl). Run in C(C)#N (acetonitrile). Product: C(C)(C)(C)NCC=1C=C(C=CC1N1CCN(CC1)C)NC1=CC=NC2=CC(=CC=C12)Cl (N-{3-[(tert-butylamino)methyl]-4-(4-methylpiperazin-1-yl)phenyl}-7-chloroquinolin-4-amine). Yield: 47.3%. As a reaction SMILES: [C:1]([NH:5][CH2:6][C:7]1[CH:8]=[C:9]([CH:11]=[CH:12][C:13]=1[N:14]1[CH2:19][CH2:18][N:17]([CH3:20])[CH2:16][CH2:15]1)[NH2:10])([CH3:4])([CH3:3])[CH3:2].Cl[C:22]1[C:31]2[C:26](=[CH:27][C:28]([Cl:32])=[CH:29][CH:30]=2)[N:25]=[CH:24][CH:23]=1.Cl>C(#N)C>[C:1]([NH:5][CH2:6][C:7]1[CH:8]=[C:9]([NH:10][C:22]2[C:31]3[C:26](=[CH:27][C:28]([Cl:32])=[CH:29][CH:30]=3)[N:25]=[CH:24][CH:23]=2)[CH:11]=[CH:12][C:13]=1[N:14]1[CH2:19][CH2:18][N:17]([CH3:20])[CH2:16][CH2:15]1)([CH3:4])([CH3:3])[CH3:2]. Procedure: 3-[(tert-butylamino)methyl]-4-(4-methylpiperazin-1-yl)aniline (60 mg, 0.22 mmol) and 4,7-dichloroquinoline (43 mg, 1 eq) were refluxed overnight in 10 mL of acetonitrile with 0.43 mL of HCl 1M. The reaction mixture was then evaporated and purified by preparative thin-layer chromatography (DCM/MeOH/NH4OH/18/210.1) to yield expected compound as a pale yellow solid (45 mg, 47% yield). m/z (ESI) 438.3 [M+H]+. Reactants: CC(Cl)c1cccnc1, O=C(O)C1CC(c2cccc(Br)c2)=NO1. The reagents and catalysts are O=C([O-])[O-].[Cs+].[Cs+] (cesium carbonate), [I-].[K+] (potassium iodide). Run in CN(C)C=O (DMF), CN(C)C=O (dmf), CN(C)C=O (DMF). Reaction conditions: temperature 70 celsius, time 16 hour. Yields the product CC(OC(=O)C1CC(c2cccc(Br)c2)=NO1)c1cccnc1.